Dataset: the Open Reaction Database (ORD), a public repository of structured organic reaction records. Task: describe an organic reaction: reactants, conditions, products, and yield Starting materials: CCOC(C)=O, CCOCC, COC(=O)c1cccc2c(I)c(OC)ccc12, [Cu], FC(F)(F)I, c1ccncc1. Product: COC(=O)c1cccc2c(C(F)(F)F)c(OC)ccc12. As a reaction SMILES: [C:29]([O:30][CH2:31][CH3:32])(=[O:33])[CH3:34].[CH2:35]([O:36][CH2:37][CH3:38])[CH3:39].[CH3:1][O:2][C:3](=[O:4])[c:5]1[cH:6][cH:7][cH:8][c:9]2[c:10]([I:17])[c:11]([O:15][CH3:16])[cH:12][cH:13][c:14]12.[Cu:40].[F:18][C:19]([F:20])([F:21])[I:22].[cH:23]1[cH:24][cH:25][n:26][cH:27][cH:28]1>>[CH3:1][O:2][C:3](=[O:4])[c:5]1[cH:6][cH:7][cH:8][c:9]2[c:10]([C:19]([F:18])([F:20])[F:21])[c:11]([O:15][CH3:16])[cH:12][cH:13][c:14]12. The reactants are C(CCC)C=1OC2=C(C1C=1OC(=CN1)C=1C=C3C=CC(=CC3=CC1)OCC1=C(C=C(C(=O)OC)C=C1)C(=O)OC)C=CC=C2 (dimethyl 4-[({6-[2-(2-butyl-1-benzofuran-3-yl)-1,3-oxazol-5-yl]-2-naphthyl}oxy)methyl]isophthalate), [OH-].[Na+] (NaOH), [OH-].[Na+] (NaOH), CO (methanol), O (water). Solvent: C1CCOC1 (THF). The product is C(CCC)C=1OC2=C(C1C=1OC(=CN1)C=1C=C3C=CC(=CC3=CC1)OCC1=C(C=C(C(=O)O)C=C1)C(=O)O)C=CC=C2 (4-[({6-[2-(2-butyl-1-benzofuran-3-yl)-1,3-oxazol-5-yl]-2-naphthyl}oxy)methyl]isophthalic acid). Isolated yield 83.1%. Reaction SMILES: [CH2:1]([C:5]1[O:6][C:7]2[CH:44]=[CH:43][CH:42]=[CH:41][C:8]=2[C:9]=1[C:10]1[O:11][C:12]([C:15]2[CH:16]=[C:17]3[C:22](=[CH:23][CH:24]=2)[CH:21]=[C:20]([O:25][CH2:26][C:27]2[CH:36]=[CH:35][C:30]([C:31]([O:33]C)=[O:32])=[CH:29][C:28]=2[C:37]([O:39]C)=[O:38])[CH:19]=[CH:18]3)=[CH:13][N:14]=1)[CH2:2][CH2:3][CH3:4].[OH-].[Na+].CO.O>C1COCC1>[CH2:1]([C:5]1[O:6][C:7]2[CH:44]=[CH:43][CH:42]=[CH:41][C:8]=2[C:9]=1[C:10]1[O:11][C:12]([C:15]2[CH:16]=[C:17]3[C:22](=[CH:23][CH:24]=2)[CH:21]=[C:20]([O:25][CH2:26][C:27]2[CH:36]=[CH:35][C:30]([C:31]([OH:33])=[O:32])=[CH:29][C:28]=2[C:37]([OH:39])=[O:38])[CH:19]=[CH:18]3)=[CH:13][N:14]=1)[CH2:2][CH2:3][CH3:4] |f:1.2|. Procedure: A mixture of dimethyl 4-[({6-[2-(2-butyl-1-benzofuran-3-yl)-1,3-oxazol-5-yl]-2-naphthyl}oxy)methyl]isophthalate (155.1 mg, 0.263 mmol), prepared in the previous step, and 1 N NaOH (1.55 mL, 1.55 mmol) in 100 mL of THF, plus 100 mL of methanol, plus 10 mL of water was refluxed under nitrogen for 24 h. By LC/MS starting material remained. An additional 1.55 mL (1.55 mmol) of 1 N NaOH was added and the reaction refluxed for an additional 24 h. After cooling to room temperature the reaction was filt... Reactants: CN(C)C=O, Cc1ccc(-c2ccccc2C(=O)O)cc1, O=C(Cl)C(=O)Cl, NN, C1CCOC1, O, O. The product is Cc1ccc(-c2ccccc2C(=O)NN)cc1. As a reaction SMILES: [CH3:17][N:18]([CH3:19])[CH:20]=[O:21].[CH3:1][c:2]1[cH:3][cH:4][c:5](-[c:8]2[c:9]([C:14](=[O:15])[OH:16])[cH:10][cH:11][cH:12][cH:13]2)[cH:6][cH:7]1.[Cl:22][C:23]([C:24]([Cl:25])=[O:26])=[O:27].[NH2:29][NH2:30].[O:31]1[CH2:32][CH2:33][CH2:34][CH2:35]1.[OH2:28].[OH2:36]>>[CH3:1][c:2]1[cH:3][cH:4][c:5](-[c:8]2[c:9]([C:14](=[O:16])[NH:29][NH2:30])[cH:10][cH:11][cH:12][cH:13]2)[cH:6][cH:7]1.